Task: describe an organic reaction: reactants, conditions, products, and yield. Dataset: the Open Reaction Database (ORD), a public repository of structured organic reaction records Reactants: C1(CCC1)C1=NC(C(N(C2=C1C=CC=C2)CCC)=O)NC(=O)OCC2=CC=CC=C2 (5-Cyclobutyl-1,3-dihydro-3(R,S)-[(benzyloxycarbonyl)amino]-1-propyl-2H-1,4-benzodiazepin-2-one), Br (hydrogen bromide), C(C)OCC (diethyl ether). Solvent: C(C)(=O)O (acetic acid). Reaction conditions: time 20 minute. Yields the product NC1C(N(C2=C(C(=N1)C1CCC1)C=CC=C2)CCC)=O (3(R,S)-Amino-5-cyclobutyl-1,3-dihydro-1-propyl-2H-1,4-benzodiazepin-2-one). RXN SMILES: [CH:1]1([C:5]2[C:11]3[CH:12]=[CH:13][CH:14]=[CH:15][C:10]=3[N:9]([CH2:16][CH2:17][CH3:18])[C:8](=[O:19])[CH:7]([NH:20]C(OCC3C=CC=CC=3)=O)[N:6]=2)[CH2:4][CH2:3][CH2:2]1.Br.C(OCC)C>C(O)(=O)C>[NH2:20][CH:7]1[N:6]=[C:5]([CH:1]2[CH2:2][CH2:3][CH2:4]2)[C:11]2[CH:12]=[CH:13][CH:14]=[CH:15][C:10]=2[N:9]([CH2:16][CH2:17][CH3:18])[C:8]1=[O:19]. Procedure details: 5-Cyclobutyl-1,3-dihydro-3(R,S)-[(benzyloxycarbonyl)amino]-1-propyl-2H-1,4-benzodiazepin-2-one (1.5 g, 3.7 mmol) was treated with a solution of 30% hydrogen bromide in acetic acid (5 ml), and stirred for 20 min at room temperature. The mixture was then added dropwise onto cold (0° C.) diethyl ether (50 ml). A white solid was precipitated and filtered off. The solid was treated with 10% sodium hydroxide solution (50 ml), then extracted with ethyl acetate (80 ml). The organic layer was separated, ...